Dataset: the Open Reaction Database (ORD), a public repository of structured organic reaction records. Task: describe an organic reaction: reactants, conditions, products, and yield The reactants are CCCCCCCCC=CCCCCCCCC(=O)Cl, CN(CCO)C(=O)c1ccccc1. Product: CCCCCCCCC=CCCCCCCCC(=O)OCCN(C)C(=O)c1ccccc1. Reaction SMILES: [C:14]([CH2:15][CH2:16][CH2:17][CH2:18][CH2:19][CH2:20][CH2:21][CH:22]=[CH:23][CH2:24][CH2:25][CH2:26][CH2:27][CH2:28][CH2:29][CH2:30][CH3:31])(=[O:32])[Cl:33].[CH3:1][N:2]([C:3]([c:4]1[cH:5][cH:6][cH:7][cH:8][cH:9]1)=[O:10])[CH2:11][CH2:12][OH:13]>>[CH3:1][N:2]([C:3]([c:4]1[cH:5][cH:6][cH:7][cH:8][cH:9]1)=[O:10])[CH2:11][CH2:12][O:13][C:14]([CH2:15][CH2:16][CH2:17][CH2:18][CH2:19][CH2:20][CH2:21][CH:22]=[CH:23][CH2:24][CH2:25][CH2:26][CH2:27][CH2:28][CH2:29][CH2:30][CH3:31])=[O:32].